This data is from the Open Reaction Database (ORD), a public repository of structured organic reaction records. The task is: describe an organic reaction: reactants, conditions, products, and yield Starting materials: CCC(=O)c1ccccc1, CC(=O)[O-], CO, Cl, NO, [Na+], O. The product is CCC(=NO)c1ccccc1. As a reaction SMILES: [CH3:11][CH2:12][C:13](=[O:14])[c:15]1[cH:16][cH:17][cH:18][cH:19][cH:20]1.[CH3:5][C:6](=[O:7])[O-:8].[CH3:9][OH:10].[ClH:1].[NH2:2][OH:3].[Na+:4].[OH2:21]>>[N:2]([OH:3])=[C:13]([CH2:12][CH3:11])[c:15]1[cH:16][cH:17][cH:18][cH:19][cH:20]1. Starting materials: [Al+3], Cc1ccccc1CCC(=O)O, [H-], [H-], [H-], [H-], [Li+], C1CCOC1. Product: Cc1ccccc1CCCO. Reaction SMILES: [Al+3:14].[CH3:1][c:2]1[c:3]([CH2:4][CH2:5][C:6](=[O:7])[OH:8])[cH:9][cH:10][cH:11][cH:12]1.[H-:13].[H-:16].[H-:17].[H-:18].[Li+:15].[O:19]1[CH2:20][CH2:21][CH2:22][CH2:23]1>>[CH3:1][c:2]1[c:3]([CH2:4][CH2:5][CH2:6][OH:7])[cH:9][cH:10][cH:11][cH:12]1. Starting materials: C1(CC1)C1=CC(=C(N)C=C1)[N+](=O)[O-] (4-Cyclopropyl-2-nitroaniline), [Cl-].[NH4+] (ammonium chloride). Reagents/catalysts: [Zn] (zinc). Run in CO (methanol). Reaction conditions: time 16 hour. The product is C1(CC1)C=1C=C(C(=CC1)N)N (4-cyclopropyl-benzene-1,2-diamine). As a reaction SMILES: [CH:1]1([C:4]2[CH:10]=[CH:9][C:7]([NH2:8])=[C:6]([N+:11]([O-])=O)[CH:5]=2)[CH2:3][CH2:2]1.[Cl-].[NH4+]>CO.[Zn]>[CH:1]1([C:4]2[CH:5]=[C:6]([NH2:11])[C:7]([NH2:8])=[CH:9][CH:10]=2)[CH2:3][CH2:2]1 |f:1.2|. Procedure: 4-Cyclopropyl-2-nitroaniline (178 mg, 1 mmol) was dissolved in absolute methanol (6 mL), and zinc powder (200 mg, 3.1 mmol) and ammonium chloride (800 mg, 15 mmol) were added. The mixture was stirred at room temperature for 16 hours. The mixture was filtered through a pad of celite, and the filtrate was concentrated in vacuo. The residue was partitioned between water (30 mL) and dichloromethane (30 mL). The organic layer was separated, and the aqueous layer was extracted twice with dichlorometha... Reactants: ClC1=C(C(=O)OC(C)C)C=C(C(=C1)F)N1C(=NC(=CC1=O)C(C(F)(F)F)(F)F)Cl (isopropyl 2-chloro-5-[2-chloro-6-oxo-4-pentafluoroethyl-1(6H)-pyrimidinyl]-4-fluorobenzoate), C(C#C)O (propargyl alcohol). Run in N1=CC=CC=C1 (pyridine). The product is ClC1=C(C(=O)OC(C)C)C=C(C(=C1)F)N1C(=NC(=CC1=O)C(C(F)(F)F)(F)F)OCC#C (isopropyl 2-chloro-4-fluoro-5-[6-oxo-4-pentafluoroethyl-2-(2-propynyloxy)-1(6H)-pyrimidinyl]-benzoate). As a reaction SMILES: [Cl:1][C:2]1[CH:13]=[C:12]([F:14])[C:11]([N:15]2[C:20](=[O:21])[CH:19]=[C:18]([C:22]([F:28])([F:27])[C:23]([F:26])([F:25])[F:24])[N:17]=[C:16]2Cl)=[CH:10][C:3]=1[C:4]([O:6][CH:7]([CH3:9])[CH3:8])=[O:5].[CH2:30]([OH:33])[C:31]#[CH:32]>N1C=CC=CC=1>[Cl:1][C:2]1[CH:13]=[C:12]([F:14])[C:11]([N:15]2[C:20](=[O:21])[CH:19]=[C:18]([C:22]([F:28])([F:27])[C:23]([F:25])([F:26])[F:24])[N:17]=[C:16]2[O:33][CH2:30][C:31]#[CH:32])=[CH:10][C:3]=1[C:4]([O:6][CH:7]([CH3:9])[CH3:8])=[O:5]. Procedure details: using isopropyl 2-chloro-5-[2-chloro-6-oxo-4-pentafluoroethyl-1(6H)-pyrimidinyl]-4-fluorobenzoate and propargyl alcohol with pyridine there is obtained isopropyl 2-chloro-4-fluoro-5-[6-oxo-4-pentafluoroethyl-2-(2-propynyloxy)-1(6H)-pyrimidinyl]-benzoate, 1H-NMR (CDCl3, 400 MHz): 7.85 ppm (d,1H), 7.41 ppm (d,1H), 6.71 ppm (s,1H), 5.27 ppm (m,1H), 5.00 ppm (d,2H), 2.53 ppm (t,1H), 1.39 ppm (d,3H), 1.38 ppm (d,3H); The reactants are CC(C)(O)CCCO, C[O-], Cc1ccccc1, COC(=O)C1CC2C=CC1C2, [Na+]. The product is CC(C)(O)CCCOC(=O)C1CC2C=CC1C2. Reaction SMILES: [CH3:1][C:2]([CH2:3][CH2:4][CH2:5][OH:6])([CH3:7])[OH:8].[CH3:20][O-:21].[CH3:23][c:24]1[cH:25][cH:26][cH:27][cH:28][cH:29]1.[CH:9]12[CH:10]([C:16](=[O:17])[O:18][CH3:19])[CH2:11][CH:12]([CH:13]=[CH:14]1)[CH2:15]2.[Na+:22]>>[CH3:1][C:2]([CH2:3][CH2:4][CH2:5][O:6][C:16]([CH:10]1[CH:9]2[CH:14]=[CH:13][CH:12]([CH2:11]1)[CH2:15]2)=[O:17])([CH3:7])[OH:8]. Starting materials: [N+](=O)([O-])C=1C=C(C=CC1C1=CC=CC=C1)O (3-Nitro-4-phenylphenol), BrCCCCCCCCO (8-bromo-1-octanol). Solvent: CN(C=O)C (N,N-dimethylformamide). Conditions: temperature 50 celsius, time 5 hour. Product: [N+](=O)([O-])C=1C=C(OCCCCCCCCO)C=CC1C1=CC=CC=C1 (8-(3-nitro-4-phenylphenoxy)octan-1-ol). Yield: 89.5%. RXN SMILES: [N+:1]([C:4]1[CH:5]=[C:6]([OH:16])[CH:7]=[CH:8][C:9]=1[C:10]1[CH:15]=[CH:14][CH:13]=[CH:12][CH:11]=1)([O-:3])=[O:2].Br[CH2:18][CH2:19][CH2:20][CH2:21][CH2:22][CH2:23][CH2:24][CH2:25][OH:26]>CN(C)C=O>[N+:1]([C:4]1[CH:5]=[C:6]([CH:7]=[CH:8][C:9]=1[C:10]1[CH:15]=[CH:14][CH:13]=[CH:12][CH:11]=1)[O:16][CH2:18][CH2:19][CH2:20][CH2:21][CH2:22][CH2:23][CH2:24][CH2:25][OH:26])([O-:3])=[O:2]. Procedure: 3-Nitro-4-phenylphenol (860 mg, 4.0 mmol) was dissolved in N,N-dimethylformamide (40 mL), followed by addition of 8-bromo-1-octanol (1.86 g, 6.0 mmol). After stirring at 50° C. for 5 hours, the reaction solution was extracted with ethyl acetate. The organic layer was washed with a saturated aqueous solution of sodium chloride, dried over anhydrous magnesium sulfate, and concentrated under reduced pressure. The residue was purified by flash column chromatography to obtain 8-(3-nitro-4-phenylpheno...